Dataset: the Open Reaction Database (ORD), a public repository of structured organic reaction records. Task: describe an organic reaction: reactants, conditions, products, and yield The reactants are NC1=C(C(=NN1C1=C(C=C(C=C1Cl)C(F)(F)F)Cl)SC)C(C1=C(C=CC=C1)Cl)=O (5-amino-1-(2,6-dichloro-4-trifluoromethylphenyl)-4-(2-chlorobenzoyl)-3-methylthiopyrazole), C(=O)N (formamide), C(Cl)Cl (methylene chloride). Run at temperature 150 celsius. Yields the product ClC1=C(C=CC=C1)C1=C2C(=NC=N1)N(N=C2SC)C2=C(C=C(C=C2Cl)C(F)(F)F)Cl (4-(2-Chlorophenyl)-1-(2,6-dichloro-4-trifluoromethylphenyl)-3-methylthiopyrazolo[3,4-d]pyrimidine). Reaction SMILES: [NH2:1][C:2]1[N:6]([C:7]2[C:12]([Cl:13])=[CH:11][C:10]([C:14]([F:17])([F:16])[F:15])=[CH:9][C:8]=2[Cl:18])[N:5]=[C:4]([S:19][CH3:20])[C:3]=1[C:21](=O)[C:22]1[CH:27]=[CH:26][CH:25]=[CH:24][C:23]=1[Cl:28].C(Cl)Cl.[CH:33]([NH2:35])=O>>[Cl:28][C:23]1[CH:24]=[CH:25][CH:26]=[CH:27][C:22]=1[C:21]1[N:35]=[CH:33][N:1]=[C:2]2[N:6]([C:7]3[C:12]([Cl:13])=[CH:11][C:10]([C:14]([F:17])([F:16])[F:15])=[CH:9][C:8]=3[Cl:18])[N:5]=[C:4]([S:19][CH3:20])[C:3]=12. Procedure details: A suspension of 669 mg (1.39 mmol) of 5-amino-1-(2,6-dichloro-4-trifluoromethylphenyl)-4-(2-chlorobenzoyl)-3-methylthiopyrazole in 5 mL of formamide was heated at 150° C. overnight. A pale yellow solid precipitated upon cooling of the reaction mixture. A total of 50 mL of water was added to the stirred suspension to complete the precipitation of the product which was filtered off and washed with water. An inseparable trace of starting material was observed in the product by thin layer chromatogr...